Dataset: the Open Reaction Database (ORD), a public repository of structured organic reaction records. Task: describe an organic reaction: reactants, conditions, products, and yield Starting materials: C(C1=CC=CC=C1)OC/C=C/C(=O)OC (methyl (E)-4-benzyloxybutenoate), ( c ), COC(CN=CC1=CC=CC=C1)=O (N-benzylidene glycine methyl ester), [Li+].[Br-] (LiBr), 4A, ( b ), N12CCCCCC2=NCCC1 (1,8-diazabicyclo[5.4.0]undec-7-ene), C(=O)=O.CC(=O)C (dry ice acetone), ( a ). Solvent: C1CCOC1 (THF), C1CCOC1 (THF), C1CCOC1 (THF). Run at time 30 minute. Product: C(C1=CC=CC=C1)OC[C@H]1[C@@H]([C@@H](N[C@@H]1C(=O)OC)C1=CC=CC=C1)C(=O)OC ((2R*,3S*,4S*,5S*)-4-Benzyloxymethyl-3,5-bis(methoxycarbon-yl)-2-phenylpyrrolidine). As a reaction SMILES: [CH3:1][O:2][C:3](=[O:13])[CH2:4][N:5]=[CH:6][C:7]1[CH:12]=[CH:11][CH:10]=[CH:9][CH:8]=1.[Li+].[Br-].N12CCCN=C1CCCCC2.[CH2:27]([O:34][CH2:35]/[CH:36]=[CH:37]/[C:38]([O:40][CH3:41])=[O:39])[C:28]1[CH:33]=[CH:32][CH:31]=[CH:30][CH:29]=1.C(=O)=O.CC(C)=O>C1COCC1>[CH2:27]([O:34][CH2:35][C@@H:36]1[C@@H:4]([C:3]([O:2][CH3:1])=[O:13])[NH:5][C@@H:6]([C:7]2[CH:12]=[CH:11][CH:10]=[CH:9][CH:8]=2)[C@H:37]1[C:38]([O:40][CH3:41])=[O:39])[C:28]1[CH:33]=[CH:32][CH:31]=[CH:30][CH:29]=1 |f:1.2,5.6|. Reported procedure: To a stirred suspension of glycine methyl ester hydrochloride (11.8 g, 94.2 mmol) in EtOH (80 ml) was added Et3N (13.1 ml, d0.726, 94.2 mmol) at room temperature. To this heterogeneous mixture was added a solution of benzaldehyde (10.0 g, 94.2 mmol) in EtOH (20 ml) dropwise at room temperature. At the end of the addition turbidity of the reaction mixture decreased to a considerable extent. After stirring at room temperature for 2 hours, the solvent EtOH was evaporated in vacuo. To the residue wa... Starting materials: Cl.N[C@@H]1C(N(CC1)CC=1C=C(SC1)C#N)=O (4-(3-(S)-amino-2-oxopyrrolidin-1-ylmethyl)thiophene-2-carbonitrile hydrochloride), C(=O)(OCC1=CC=CC=C1)NC=1C(=C2C=CC(=CC2=CC1)S(=O)(=O)Cl)Cl (N-Cbz-6-amino-5-chloro-naphthalene-2-sulfonyl chloride). Product: C(#N)C1=CC(=CS1)CN1C([C@H](CC1)NS(=O)(=O)C1=CC2=CC=C(C(=C2C=C1)Cl)NC(=O)OCC1=CC=CC=C1)=O (N-Cbz-6-amino-5-chloro-naphthalene-2-sulfonic acid-[1-(5-cyanothiophen-3-ylmethyl)-2-oxopyrrolidin-3-(S)-yl]amide). RXN SMILES: Cl.[NH2:2][C@H:3]1[CH2:7][CH2:6][N:5]([CH2:8][C:9]2[CH:10]=[C:11]([C:14]#[N:15])[S:12][CH:13]=2)[C:4]1=[O:16].[C:17]([NH:27][C:28]1[C:29]([Cl:42])=[C:30]2[C:35](=[CH:36][CH:37]=1)[CH:34]=[C:33]([S:38](Cl)(=[O:40])=[O:39])[CH:32]=[CH:31]2)([O:19][CH2:20][C:21]1[CH:26]=[CH:25][CH:24]=[CH:23][CH:22]=1)=[O:18]>>[C:14]([C:11]1[S:12][CH:13]=[C:9]([CH2:8][N:5]2[CH2:6][CH2:7][C@H:3]([NH:2][S:38]([C:33]3[CH:32]=[CH:31][C:30]4[C:35](=[CH:36][CH:37]=[C:28]([NH:27][C:17]([O:19][CH2:20][C:21]5[CH:22]=[CH:23][CH:24]=[CH:25][CH:26]=5)=[O:18])[C:29]=4[Cl:42])[CH:34]=3)(=[O:39])=[O:40])[C:4]2=[O:16])[CH:10]=1)#[N:15] |f:0.1|. Procedure details: The title compound is prepared from 4-(3-(S)-amino-2-oxopyrrolidin-1-ylmethyl)thiophene-2-carbonitrile hydrochloride as described in EXAMPLE 125, Part C using N-Cbz-6-amino-5-chloro-naphthalene-2-sulfonyl chloride in place of 7-methoxynaphthalene-2-sulfonyl chloride. The crude product is concentrated from EtOAc to afford the title compound as a white solid. The reactants are BrN1C(CCC1=O)=O (1-bromopyrrolidine-2,5-dione), C1(=CC=CC=C1)C(=O)OOC(C1=CC=CC=C1)=O (benzoyl benzenecarboperoxoate), CC1=C(N=CS1)C(C)O (1-(5-methyl-1,3-thiazol-4-yl)ethan-1-ol). Solvent: C(Cl)(Cl)(Cl)Cl (carbon tetrachloride). Product: BrCC1=C(N=CS1)C(C)=O (1-[5-(bromomethyl)-1,3-thiazol-4-yl]ethan-1-one). Yield: 39.9%. Reaction SMILES: [CH3:1][C:2]1[S:6][CH:5]=[N:4][C:3]=1[CH:7]([OH:9])[CH3:8].[Br:10]N1C(=O)CCC1=O.C1(C(OOC(=O)C2C=CC=CC=2)=O)C=CC=CC=1>C(Cl)(Cl)(Cl)Cl>[Br:10][CH2:1][C:2]1[S:6][CH:5]=[N:4][C:3]=1[C:7](=[O:9])[CH3:8]. Procedure: To a solution of 1-(5-methyl-1,3-thiazol-4-yl)ethan-1-ol (1.0 g, 7.0 mmol) in anhydrous carbon tetrachloride (50 mL) was added recrystallized 1-bromopyrrolidine-2,5-dione (1.4 g, 7.7 mmol) and benzoyl benzenecarboperoxoate (170 mg, 0.7 mmol). The mixture was stirred at reflux for 5 hours. After cooling to room temperature, the solid material was removed by filtration. The filtrate was recovered and evaporated. The residue was dried in vacuo, affording 1-[5-(bromomethyl)-1,3-thiazol-4-yl]ethan-1-... Reactants: COc1ccc(-n2nc(C(N)=O)c3c2C(=O)N(c2ccc(-n4ccccc4=O)cc2)CC3)cc1, CN(C)C=O, CC#N, O=C(Cl)C(=O)Cl, c1ccncc1. The product is COc1ccc(-n2nc(C#N)c3c2C(=O)N(c2ccc(-n4ccccc4=O)cc2)CC3)cc1. Reaction SMILES: [CH3:12][O:13][c:14]1[cH:15][cH:16][c:17](-[n:20]2[n:21][c:22]([C:43](=[O:44])[NH2:45])[c:23]3[c:24]2[C:25](=[O:42])[N:26]([c:29]2[cH:30][cH:31][c:32](-[n:35]4[c:36](=[O:41])[cH:37][cH:38][cH:39][cH:40]4)[cH:33][cH:34]2)[CH2:27][CH2:28]3)[cH:18][cH:19]1.[CH3:1][N:2]([CH3:3])[CH:4]=[O:5].[CH3:52][C:53]#[N:54].[Cl:6][C:7]([C:8]([Cl:9])=[O:10])=[O:11].[cH:46]1[cH:47][cH:48][n:49][cH:50][cH:51]1>>[CH3:12][O:13][c:14]1[cH:15][cH:16][c:17](-[n:20]2[n:21][c:22]([C:43]#[N:45])[c:23]3[c:24]2[C:25](=[O:42])[N:26]([c:29]2[cH:30][cH:31][c:32](-[n:35]4[c:36](=[O:41])[cH:37][cH:38][cH:39][cH:40]4)[cH:33][cH:34]2)[CH2:27][CH2:28]3)[cH:18][cH:19]1. Starting materials: CC1=C(C#N)C=CC(=C1)[N+](=O)[O-] (2-methyl-4-nitrobenzonitrile), BrN1C(CCC1=O)=O (N-bromosuccinimide), N(=NC(C#N)(C)C)C(C#N)(C)C (azobisisobutyronitrile). Run in C(Cl)(Cl)(Cl)Cl (CCl4). Product: BrCC1=C(C#N)C=CC(=C1)[N+](=O)[O-] (2-bromomethyl-4-nitrobenzonitrile). As a reaction SMILES: [CH3:1][C:2]1[CH:9]=[C:8]([N+:10]([O-:12])=[O:11])[CH:7]=[CH:6][C:3]=1[C:4]#[N:5].[Br:13]N1C(=O)CCC1=O.N(C(C)(C)C#N)=NC(C)(C)C#N>C(Cl)(Cl)(Cl)Cl>[Br:13][CH2:1][C:2]1[CH:9]=[C:8]([N+:10]([O-:12])=[O:11])[CH:7]=[CH:6][C:3]=1[C:4]#[N:5]. Procedure: A degassed solution of 2-methyl-4-nitrobenzonitrile (10 g, 61.7 mmol), N-bromosuccinimide (13.2 g (74.17 mmol, 1.2 eq.) and azobisisobutyronitrile (AlBN) (2.0 g, 12.18 mmol, 0.2 eq) in 300 ml CCl4 was heated at reflux for 3 days. After solvent was evaporated the residue was taken in ethyl acetate and washed 2× with aq. NaHCO3, aq. Na2S2O3, brine, dried over MgSO4, filtered, concentrated and purified chromatography using 15% ethyl acetate in hexane to provide 11.7 g of 2-bromomethyl-4-nitrobenzon...